Dataset: the Open Reaction Database (ORD), a public repository of structured organic reaction records. Task: describe an organic reaction: reactants, conditions, products, and yield The reactants are BrC1=CC(=CS1)C(=O)O (5-Bromothiophene-3-carboxylic acid), COC=1C=C(CN)C=CC1 (3-methoxybenzyl amine), CCN=C=NCCCN(C)C (EDCI), C1=CC=C2C(=C1)N=NN2O.O (HOBt hydrate). Run in CCOC(=O)C (EtOAc), CN(C)C=O (DMF). Run at time 3 day. Yields the product COC=1C=C(CNC(=O)C2=CSC(=C2)Br)C=CC1 (N-(3-Methoxybenzyl)-5-bromothiophene-3-carboxamide). RXN SMILES: [Br:1][C:2]1[S:6][CH:5]=[C:4]([C:7]([OH:9])=O)[CH:3]=1.[CH3:10][O:11][C:12]1[CH:13]=[C:14]([CH:17]=[CH:18][CH:19]=1)[CH2:15][NH2:16].CCN=C=NCCCN(C)C.C1C=C2N=NN(O)C2=CC=1.O>CN(C=O)C.CCOC(C)=O>[CH3:10][O:11][C:12]1[CH:13]=[C:14]([CH:17]=[CH:18][CH:19]=1)[CH2:15][NH:16][C:7]([C:4]1[CH:3]=[C:2]([Br:1])[S:6][CH:5]=1)=[O:9] |f:3.4|. Procedure details: 5-Bromothiophene-3-carboxylic acid (70%) (200 mg, 0.6 mmol of monobromide) was dissolved in DMF with 3-methoxybenzyl amine (0.3 g, 2.2 mmol), EDCI (0.42 g, 2.2 mmol), and HOBt hydrate (0.06 g, 0.4 mmol). The reaction mixture was stirred at room temperature for 3 days, diluted with EtOAc and the organic layer washed with 10% citric acid, saturated sodium bicarbonate, and brine. The organic layer was then dried over sodium sulfate and concentrated to an oil, which was purified by column chromatogr... Starting materials: CCOc1c(O)cc(C(C)=O)cc1C(C)(C)C, CCI, [H-], [Na+], CN(C)C=O. The product is CCOc1cc(C(C)=O)cc(C(C)(C)C)c1OCC. RXN SMILES: [C:1]([CH3:2])([CH3:3])([CH3:4])[c:5]1[cH:6][c:7]([C:15]([CH3:16])=[O:17])[cH:8][c:9]([OH:14])[c:10]1[O:11][CH2:12][CH3:13].[CH2:18]([CH3:19])[I:20].[H-:21].[Na+:22].[O:23]=[CH:24][N:25]([CH3:26])[CH3:27]>>[C:1]([CH3:2])([CH3:3])([CH3:4])[c:5]1[cH:6][c:7]([C:15]([CH3:16])=[O:17])[cH:8][c:9]([O:14][CH2:18][CH3:19])[c:10]1[O:11][CH2:12][CH3:13]. The reactants are [C-]#N, CC(=O)O, CO, [K+], [Na+], O=C([O-])O, O=Cc1ccsc1. Product: N#CC(O)c1ccsc1. Reaction SMILES: [C-:1]#[N:2].[CH3:11][C:12](=[O:13])[OH:14].[CH3:20][OH:21].[K+:3].[Na+:19].[O-:15][C:16]([OH:17])=[O:18].[s:4]1[cH:5][c:6]([CH:9]=[O:10])[cH:7][cH:8]1>>[C:1](#[N:2])[CH:9]([c:6]1[cH:5][s:4][cH:8][cH:7]1)[OH:10].